This data is from the Open Reaction Database (ORD), a public repository of structured organic reaction records. The task is: describe an organic reaction: reactants, conditions, products, and yield Reactants: ClCC=1C=CC2=C(N(C3=C(S2)N=CC=N3)COC)C1 (8-chloromethyl-10-methoxymethyl-10H-pyrazino[2,3-b][1,4]benzothiazine), N1=CN=C2N=CNC2=C1 (purine), [H-].[Na+] (sodium hydride). The solvent is CN(C=O)C (N,N-dimethylformamide). Product: N1=CN=C2N(C=NC2=C1)CC=1C=CC2=C(N(C3=C(S2)N=CC=N3)COC)C1 (8-(purin-9-ylmethyl)-10-methoxymethyl-10H-pyrazino[2,3-b][1,4]benzothiazine), N1=CN=C2N=CN(C2=C1)CC=1C=CC2=C(N(C3=C(S2)N=CC=N3)COC)C1 (8-(purin-7-ylmethyl)-10-methoxymethyl-10H-pyrazino[2,3-b][1,4]benzothiazine). RXN SMILES: Cl[CH2:2][C:3]1[CH:4]=[CH:5][C:6]2[S:11][C:10]3[N:12]=[CH:13][CH:14]=[N:15][C:9]=3[N:8]([CH2:16][O:17][CH3:18])[C:7]=2[CH:19]=1.[N:20]1[CH:28]=[C:27]2[C:23]([N:24]=[CH:25][NH:26]2)=[N:22][CH:21]=1.[H-].[Na+]>CN(C)C=O>[N:20]1[CH:28]=[C:27]2[C:23]([N:24]([CH2:2][C:3]3[CH:4]=[CH:5][C:6]4[S:11][C:10]5[N:12]=[CH:13][CH:14]=[N:15][C:9]=5[N:8]([CH2:16][O:17][CH3:18])[C:7]=4[CH:19]=3)[CH:25]=[N:26]2)=[N:22][CH:21]=1.[N:20]1[CH:28]=[C:27]2[C:23]([N:24]=[CH:25][N:26]2[CH2:2][C:3]2[CH:4]=[CH:5][C:6]3[S:11][C:10]4[N:12]=[CH:13][CH:14]=[N:15][C:9]=4[N:8]([CH2:16][O:17][CH3:18])[C:7]=3[CH:19]=2)=[N:22][CH:21]=1 |f:2.3|. Procedure details: In accordance with the procedure of Example 1094, 740 mg of 8-chloromethyl-10-methoxymethyl-10H-pyrazino[2,3-b][1,4]benzothiazine was reacted with 460 mg of purine in the presence of sodium hydride (60% oily) in N,N-dimethylformamide (10 ml). The two isomers thus obtained were purified by silica gel column chromatography (eluted with dichloromethane/methanol) to thereby give 320 mg of 8-(purin-9-ylmethyl)-10-methoxymethyl-10H-pyrazino[2,3-b][1,4]benzothiazine and 125 mg of 8-(purin-7-ylmethyl)-1... Starting materials: NC1=NC=C(C(=N1)N)CC1=CC(=C(C(=C1)OC)OC)O (2,4-diamino-5-(3-hydroxy-4,5-dimethoxybenzyl)pyrimidine), CC(C)([O-])C.[K+] (potassium t-butoxide), ClC(C(C)=O)C (3-chloro-2-butanone). The solvent is CS(=O)C (dimethyl sulfoxide). Conditions: time 1 hour. Yields the product NC1=NC=C(C(=N1)N)CC1=CC(=C(C(=C1)OC(C(C)=O)C)OC)OC (2,4-Diamino-5-(3,4-dimethoxy-5-(1-methyl-2-oxopropoxy)benzyl)pyrimidine). Yield: 103.4%. As a reaction SMILES: [NH2:1][C:2]1[N:7]=[C:6]([NH2:8])[C:5]([CH2:9][C:10]2[CH:15]=[C:14]([O:16][CH3:17])[C:13]([O:18][CH3:19])=[C:12]([OH:20])[CH:11]=2)=[CH:4][N:3]=1.CC(C)([O-])C.[K+].Cl[CH:28]([CH3:32])[C:29](=[O:31])[CH3:30]>CS(C)=O>[NH2:1][C:2]1[N:7]=[C:6]([NH2:8])[C:5]([CH2:9][C:10]2[CH:11]=[C:12]([O:20][CH:28]([CH3:32])[C:29](=[O:31])[CH3:30])[C:13]([O:18][CH3:19])=[C:14]([O:16][CH3:17])[CH:15]=2)=[CH:4][N:3]=1 |f:1.2|. Procedure: To a solution of 2.76 g (0.01 mole) of 2,4-diamino-5-(3-hydroxy-4,5-dimethoxybenzyl)pyrimidine (D. E. Schwartz, W. Vetter, and G. Englert, Arzneim.-Forsch. (Drug Res.) 1970, 20, 1867; G. Rey-Bellet and R. Reiner, Helv. Chim. Acta 1970, 53, 945) in 40 mL of dry dimethyl sulfoxide was added 1.12 g (0.01 mole) of potassium t-butoxide. To the resulting suspension was added in one portion 1.16 g (0.0109 mole) of 3-chloro-2-butanone. The mixture was stirred at room temperature for 1 hour. The solvent ...